The task is: describe an organic reaction: reactants, conditions, products, and yield. This data is from the Open Reaction Database (ORD), a public repository of structured organic reaction records. Starting materials: N1(CCNCC1)C=1C=CC=2N(N1)C(=NN2)C(F)(F)F (6-(piperazin-1-yl)-3-(trifluoromethyl)-[1,2,4]triazolo[4,3-b]pyridazine), BrC=1C=C(C=O)C=CC1 (3-bromobenzaldehyde). The product is BrC=1C=C(C=CC1)CN1CCN(CC1)C=1C=CC=2N(N1)C(=NN2)C(F)(F)F (6-[4-[(3-bromophenyl)methyl]piperazin-1-yl]-3-(trifluoromethyl)-[1,2,4]triazolo[4,3-b]pyridazine). Reaction SMILES: [N:1]1([C:7]2[CH:8]=[CH:9][C:10]3[N:11]([C:13]([C:16]([F:19])([F:18])[F:17])=[N:14][N:15]=3)[N:12]=2)[CH2:6][CH2:5][NH:4][CH2:3][CH2:2]1.[Br:20][C:21]1[CH:22]=[C:23]([CH:26]=[CH:27][CH:28]=1)[CH:24]=O>>[Br:20][C:21]1[CH:22]=[C:23]([CH2:24][N:4]2[CH2:3][CH2:2][N:1]([C:7]3[CH:8]=[CH:9][C:10]4[N:11]([C:13]([C:16]([F:17])([F:18])[F:19])=[N:14][N:15]=4)[N:12]=3)[CH2:6][CH2:5]2)[CH:26]=[CH:27][CH:28]=1. Reported procedure: Reductive amination of 6-(piperazin-1-yl)-3-(trifluoromethyl)-[1,2,4]triazolo[4,3-b]pyridazine with 3-bromobenzaldehyde was carried out according to General Synthetic Method 7. The crude product was purified by hplc using a Waters XBridge Prep C18 OBD column, 5μ silica, 30 mm diameter, 100 mm length eluted with decreasingly polar mixtures of water (containing 0.1% aqueous ammonia) and acetonitrile as eluents to give 6-[4-[(3-bromophenyl)methyl]piperazin-1-yl]-3-(trifluoromethyl)-[1,2,4]triazolo[... Reactants: B(Br)(Br)Br (boron tribromide), [B] (boron), COC1=CC=C(C=C1)CC=C (1-methoxy-4-(2-propenyl)benzene), ice. The solvent is C(Cl)Cl (methylene chloride), C(Cl)Cl (methylene chloride). Reaction conditions: time 1 hour. The product is C(C=C)C1=CC=C(C=C1)O (4-(2-propenyl)phenol). Yield: 55.8%. Reaction SMILES: C[O:2][C:3]1[CH:8]=[CH:7][C:6]([CH2:9][CH:10]=[CH2:11])=[CH:5][CH:4]=1.B(Br)(Br)Br.[B]>C(Cl)Cl>[CH2:9]([C:6]1[CH:7]=[CH:8][C:3]([OH:2])=[CH:4][CH:5]=1)[CH:10]=[CH2:11]. Procedure details: To 50.01 g (337.4 mmol) of 1-methoxy-4-(2-propenyl)benzene (Aldrich Chemical Company, Milwaukee, Wis.) dissolved in 300 mL of anhydrous methylene chloride was added dropwise 375 mL (375 mmol) of 1.0 M boron tribromide (Aldrich) in methylene chloride. The reaction was run under nitrogen at room temperature and the mixture was stirred for 1 hour. The mixture was poured over 1000 mL of crushed ice, stirred for 5 minutes, and transferred to a separatory funnel. The organic layer was drained and save... The reactants are O (water), [H][H] (hydrogen), [N+](=O)([O-])C=1C(=C(C=C(C1OC)[N+](=O)[O-])Cl)OC (3,5-dinitro-2,4-dimethoxychlorobenzene). Reagents/catalysts: [Fe] (iron), [Fe] (iron). Solvent: C(C)(=O)O (acetic acid). Run at temperature 80 celsius. The product is Cl.Cl.NC=1C(=C(C=C(C1OC)N)Cl)OC (3,5-diamino-2,4-dimethoxychlorobenzene dihydrochloride). RXN SMILES: [H][H].O.[N+:4]([C:7]1[C:8]([O:19][CH3:20])=[C:9]([Cl:18])[CH:10]=[C:11]([N+:15]([O-])=O)[C:12]=1[O:13][CH3:14])([O-])=O>[Fe].C(O)(=O)C>[ClH:18].[ClH:18].[NH2:4][C:7]1[C:8]([O:19][CH3:20])=[C:9]([Cl:18])[CH:10]=[C:11]([NH2:15])[C:12]=1[O:13][CH3:14] |f:5.6.7|. Procedure: 100 g of powdered iron which has been reduced with hydrogen were added to 270 ml of water containing 27 ml of acetic acid and which had been previously heated to 80° C., and then 0.25 mole (66 g) of 3,5-dinitro-2,4-dimethoxychlorobenzene was added gradually, with stirring. Upon completion of the additions, the reaction mixture was maintained in a boiling water bath for 30 additional minutes. After cooling, the reaction mixture was centrifuged. The iron slurries which contained the expected produ... Conditions: temperature 0 celsius, time 20 minute. RXN SMILES: [Br:1][CH2:2][CH2:3][CH2:4][CH2:5][CH2:6][CH2:7][CH2:8][CH2:9][O:10][C:11]1[CH:17]=[CH:16][C:14]([NH2:15])=[CH:13][CH:12]=1.Cl.[N:19]([O-])=O.[Na+].[C:23]([OH:32])(=[O:31])[C:24]1[C:25](=[CH:27][CH:28]=[CH:29][CH:30]=1)[OH:26]>O.[OH-].[Na+].CCOC(C)=O>[Br:1][CH2:2][CH2:3][CH2:4][CH2:5][CH2:6][CH2:7][CH2:8][CH2:9][O:10][C:11]1[CH:17]=[CH:16][C:14]([N:15]=[N:19][C:29]2[CH:28]=[CH:27][C:25]([OH:26])=[C:24]([CH:30]=2)[C:23]([OH:32])=[O:31])=[CH:13][CH:12]=1 |f:2.3,6.7|. Run in O (water), [OH-].[Na+] (NaOH), O (water), [OH-].[Na+] (NaOH), CCOC(=O)C (EtOAc). Starting materials: BrCCCCCCCCOC1=CC=C(N)C=C1 (4-(8-Bromooctyloxy)aniline), Cl (hydrochloric acid), C(C=1C(O)=CC=CC1)(=O)O (salicylic acid), C(C=1C(O)=CC=CC1)(=O)O (salicylic acid), N(=O)[O-].[Na+] (Sodium nitrite), diazonium salt. Procedure: 4-(8-Bromooctyloxy)aniline (2.30 g, 7.7 mmol) was suspended in a mixture of concentrated hydrochloric acid (mL) and water (75 mL). The resulting solution was cooled to 0° C. in an ice bath. Sodium nitrite (0.83 g, 12.1 mmol) in water (10 mL) was added dropwise to the reaction mixture with rapid stirring over about 20 min. The reaction mixture was stirred for an additional 20 min while salicylic acid (3.68 g, 26.6 mmol) was dissolved in an aqueous NaOH solution (8.0 g NaOH in 100 mL H2O). This ba... Yield: 40.3%. The product is BrCCCCCCCCOC1=CC=C(C=C1)N=NC=1C=CC(=C(C(=O)O)C1)O (5-((4-(8-Bromooctyloxy)phenyl)diazenyl)-2-hydroxybenzoic acid). Starting materials: CN(C)c1ccncc1, CCN1CCN(C(=O)Cl)C(=O)C1=O, ClCCl, NCCCc1cn(C(c2ccccc2)(c2ccccc2)c2ccccc2)c(F)n1. The product is CCN1CCN(C(=O)NCCCc2cn(C(c3ccccc3)(c3ccccc3)c3ccccc3)c(F)n2)C(=O)C1=O. RXN SMILES: [CH3:46][N:47]([CH3:48])[c:49]1[cH:50][cH:51][n:52][cH:53][cH:54]1.[Cl:30][C:31](=[O:32])[N:33]1[C:34](=[O:42])[C:35](=[O:41])[N:36]([CH2:39][CH3:40])[CH2:37][CH2:38]1.[Cl:43][CH2:44][Cl:45].[NH2:1][CH2:2][CH2:3][CH2:4][c:5]1[n:6][c:7]([F:29])[n:8]([C:10]([c:11]2[cH:12][cH:13][cH:14][cH:15][cH:16]2)([c:17]2[cH:18][cH:19][cH:20][cH:21][cH:22]2)[c:23]2[cH:24][cH:25][cH:26][cH:27][cH:28]2)[cH:9]1>>[NH:1]([CH2:2][CH2:3][CH2:4][c:5]1[n:6][c:7]([F:29])[n:8]([C:10]([c:11]2[cH:12][cH:13][cH:14][cH:15][cH:16]2)([c:17]2[cH:18][cH:19][cH:20][cH:21][cH:22]2)[c:23]2[cH:24][cH:25][cH:26][cH:27][cH:28]2)[cH:9]1)[C:31](=[O:32])[N:33]1[C:34](=[O:42])[C:35](=[O:41])[N:36]([CH2:39][CH3:40])[CH2:37][CH2:38]1. Starting materials: COC=1C(=C(C(=O)O)C=CC1OC)C (3,4-dimethoxy-2-methylbenzoic acid), aldehyde, O=S(Cl)Cl (SOCl2), aldehyde, C(CCC(=O)OC)(=O)OC (dimethyl succinate). Reagents/catalysts: [Pd].[O-]S(=O)(=O)[O-].[Ba+2] (Pd BaSO4). The product is COC1=CC(=CC2=C(C(=C(C=C12)OC)OC)C)C(=O)O (4,6,7-Trimethoxy-8-methyl-2-naphthoic acid), product ( 3 ). As a reaction SMILES: [CH3:1][O:2][C:3]1[C:4]([CH3:14])=[C:5]([CH:9]=[CH:10][C:11]=1[O:12][CH3:13])[C:6](O)=O.O=S(Cl)Cl.[C:19]([O:27]C)(=[O:26])[CH2:20][CH2:21][C:22]([O:24][CH3:25])=O>[Pd].[O-]S([O-])(=O)=O.[Ba+2]>[CH3:25][O:24][C:22]1[C:9]2[C:5](=[C:4]([CH3:14])[C:3]([O:2][CH3:1])=[C:11]([O:12][CH3:13])[CH:10]=2)[CH:6]=[C:20]([C:19]([OH:27])=[O:26])[CH:21]=1 |f:3.4.5|. Procedure: 4,6,7-Trimethoxy-8-methyl-2-naphthoic acid (7) is prepared in six steps according to the following reaction diagram. Reduction of 3,4-dimethoxy-2-methylbenzoic acid (1) to aldehyde (2) can be carried out by the Rosenmund reaction (SOCl2 then H2, Pd/BaSO4) (see reference 27). The aldehyde (2) is then reacted with dimethyl succinate (Stobbe reaction) (see reference 28). The coupling product (3) is not isolated but is treated directly with sodium acetate in the presence of acetic anhydride and acet... Reactants: COc1ccccc1COCCCOc1ccc(C2CCN(C(=O)OC(C)(C)C)CC2OCc2ccc3c(c2)N(CCO)CCC3)cc1, CO, Cl. Yields the product COc1ccccc1COCCCOc1ccc(C2CCNCC2OCc2ccc3c(c2)N(CCO)CCC3)cc1. RXN SMILES: [C:1]([O:2][C:3](=[O:4])[N:8]1[CH2:9][CH:10]([O:34][CH2:35][c:36]2[cH:37][cH:38][c:39]3[c:44]([cH:45]2)[N:43]([CH2:46][CH2:47][OH:48])[CH2:42][CH2:41][CH2:40]3)[CH:11]([c:14]2[cH:15][cH:16][c:17]([O:20][CH2:21][CH2:22][CH2:23][O:24][CH2:25][c:26]3[c:27]([O:32][CH3:33])[cH:28][cH:29][cH:30][cH:31]3)[cH:18][cH:19]2)[CH2:12][CH2:13]1)([CH3:5])([CH3:6])[CH3:7].[CH3:50][OH:51].[ClH:49]>>[NH:8]1[CH2:9][CH:10]([O:34][CH2:35][c:36]2[cH:37][cH:38][c:39]3[c:44]([cH:45]2)[N:43]([CH2:46][CH2:47][OH:48])[CH2:42][CH2:41][CH2:40]3)[CH:11]([c:14]2[cH:15][cH:16][c:17]([O:20][CH2:21][CH2:22][CH2:23][O:24][CH2:25][c:26]3[c:27]([O:32][CH3:33])[cH:28][cH:29][cH:30][cH:31]3)[cH:18][cH:19]2)[CH2:12][CH2:13]1.